From a dataset of the Open Reaction Database (ORD), a public repository of structured organic reaction records. describe an organic reaction: reactants, conditions, products, and yield The reactants are [BH4-].[Na+] (sodium borohydride), Cl (hydrochloric acid), mixture, CO (methanol), [N+](=O)([O-])C1=CC(=C(C=C1)NS(=O)(=O)C)OC1CCC(CC1)=O (N-[4-nitro-2-(4-oxocyclohexyloxy)phenyl]methanesulfonamide). The solvent is O1CCCC1 (tetrahydrofuran). Conditions: time 20 minute. Yields the product OC1CCC(CC1)OC1=C(C=CC(=C1)[N+](=O)[O-])NS(=O)(=O)C (N-[2-(4-hydroxycyclohexyloxy)-4-nitrophenyl]methanesulfonamide). The yield is 73.5%. Reaction SMILES: CO.[N+:3]([C:6]1[CH:11]=[CH:10][C:9]([NH:12][S:13]([CH3:16])(=[O:15])=[O:14])=[C:8]([O:17][CH:18]2[CH2:23][CH2:22][C:21](=[O:24])[CH2:20][CH2:19]2)[CH:7]=1)([O-:5])=[O:4].[BH4-].[Na+].Cl>O1CCCC1>[OH:24][CH:21]1[CH2:22][CH2:23][CH:18]([O:17][C:8]2[CH:7]=[C:6]([N+:3]([O-:5])=[O:4])[CH:11]=[CH:10][C:9]=2[NH:12][S:13]([CH3:16])(=[O:15])=[O:14])[CH2:19][CH2:20]1 |f:2.3|. Reported procedure: To 8 ml of a mixture of methanol and tetrahydrofuran (1:2) containing 0.23 g of N-[4-nitro-2-(4-oxocyclohexyloxy)phenyl]methanesulfonamide obtained in Example 5 (2) was added 0.01 g of sodium borohydride under ice cooling, and the mixture was stirred for 20 minutes. To the reaction solution was a dilute hydrochloric acid, and the mixture was extracted with ethyl acetate. The ethyl acetate layer was washed, in turn, with water and a saturated aqueous sodium chloride solution and dried over anhydr... Reactants: OC=1C=CC(=NC1)CC(C)=O (5-hydroxy-2-pyridylacetone), C1(CC1)N (cyclopropylamine), Cl (hydrogen chloride), C(#N)[BH3-].[Na+] (sodium cyanoborohydride), Cl (hydrogen chloride), C([O-])(O)=O.[Na+] (sodium bicarbonate). The solvent is CO (methanol). Reaction conditions: time 3 day. The product is C1(CC1)NC(CC1=NC=C(C=C1)O)C (2-(2-cyclopropylaminopropyl)-5-pyridinol). RXN SMILES: [OH:1][C:2]1[CH:3]=[CH:4][C:5]([CH2:8][C:9](=O)[CH3:10])=[N:6][CH:7]=1.[CH:12]1([NH2:15])[CH2:14][CH2:13]1.Cl.C([BH3-])#N.[Na+].C(=O)(O)[O-].[Na+]>CO>[CH:12]1([NH:15][CH:9]([CH3:10])[CH2:8][C:5]2[CH:4]=[CH:3][C:2]([OH:1])=[CH:7][N:6]=2)[CH2:14][CH2:13]1 |f:3.4,5.6|. Reported procedure: To the solution of 0.8 g of 5-hydroxy-2-pyridylacetone in 25 ml of methanol, 0.33 g of cyclopropylamine, 1 ml of 5 N ethereal hydrogen chloride and 1.16 g of sodium cyanoborohydride are added in this order and the mixture is stirred at room temperature for 3 days. The pH thereof is then adjusted to 1 with 5 N ethereal hydrogen chloride, and then to 8 with solid sodium bicarbonate. The mixture is filtered, evaporated and the residue chromatographed on silica gel with ethyl acetate-methanol (4:1) ... Reactants: CC(C)(C)OC(=O)N1C[C@H](C[C@H]1CP(C2=CC=CC=C2)C3=CC=CC=C3)P(C4=CC=CC=C4)C5=CC=CC=C5 (BPPM), steel, [Rh(COD)2 ]PF6, O=O (O2), CC1(COC(=O)C1=O)C (ketopantolactone), FC1=C(C(=C(C(=C1C(=O)[O-])F)F)F)F.C(CCC)[N+](CCCC)(CCCC)CCCC (tetrabutylammonium pentafluorobenzoate). Solvent: C1(=CC=CC=C1)C (toluene). The product is CC1(COC(=O)[C@@H]1O)C ((R)-pantolactone). As a reaction SMILES: O=O.[CH3:3][C:4]1([CH3:11])[C:9](=[O:10])[C:7](=[O:8])[O:6][CH2:5]1.CC(OC(N1[C@H](CP(C2C=CC=CC=2)C2C=CC=CC=2)C[C@H](P(C2C=CC=CC=2)C2C=CC=CC=2)C1)=O)(C)C.FC1C(C([O-])=O)=C(F)C(F)=C(F)C=1F.C([N+](CCCC)(CCCC)CCCC)CCC>C1(C)C=CC=CC=1>[CH3:3][C:4]1([CH3:11])[C@@H:9]([OH:10])[C:7](=[O:8])[O:6][CH2:5]1 |f:3.4|. Reported procedure: A 500 ml steel autoclave was loaded in a glove box (O2 -content less than 1 ppm) with 40.0 g (0.31 mol) of ketopantolactone, 210 ml of toluene, 180.6 mg (0.389 mmol) of [Rh(COD)2 ]PF6, 215.2 mg (0.389 mmol) of BPPM and 176.4 mg (0.389 mmol) of tetrabutylammonium pentafluorobenzoate. The hydrogenation was carried out at a constant pressure of 40 bar of H2, at 30° C. and with intensive stirring. By virtue of the exothermic reaction the temperature rose to 40° C. After a hydrogenation time of 3 hou...